Dataset: the Open Reaction Database (ORD), a public repository of structured organic reaction records. Task: describe an organic reaction: reactants, conditions, products, and yield Product: CN(CC#CC=1C=C2C(=NC1)NC=C2)C (Dimethyl-[3-(1H-pyrrolo[2,3-b]pyridin-5-yl)-prop-2-ynyl]-amine). Reactants: CN(CC#C)C (Dimethyl-prop-2-ynyl-amine), BrC=1C=C2C(=NC1)NC=C2 (5-Bromo-1H-pyrrolo[2,3-b]pyridine). Procedure details: To a screw top tube, 8.1 mg (0.0425 mmoles) of CuI, 18 mg(0.0256 mmoles) of PdCl2(PPh3)2, and 207 mg (0.8483 mmoles) of 5-Bromo-1H-pyrrolo[2,3-b]pyridine were added. The dry solids were diluted with 1 ml of dry DMF and a stream of N2 was bubbled through the solution for 10 minutes and then 182.6 ul(1.7 mmoles) of Dimethyl-prop-2-ynyl-amine was added and the reaction was stirred in a sealed tube overnight at room temperature. The reaction was diluted with 10 ml of DCM and washed with saturated am... Reaction conditions: time 8 hour. The reagents and catalysts are [Cu]I (CuI), Cl[Pd]([P](C1=CC=CC=C1)(C2=CC=CC=C2)C3=CC=CC=C3)([P](C4=CC=CC=C4)(C5=CC=CC=C5)C6=CC=CC=C6)Cl (PdCl2(PPh3)2). RXN SMILES: Br[C:2]1[CH:3]=[C:4]2[CH:10]=[CH:9][NH:8][C:5]2=[N:6][CH:7]=1.[CH3:11][N:12]([CH3:16])[CH2:13][C:14]#[CH:15]>CN(C=O)C.C(Cl)Cl.[Cu]I.Cl[Pd](Cl)([P](C1C=CC=CC=1)(C1C=CC=CC=1)C1C=CC=CC=1)[P](C1C=CC=CC=1)(C1C=CC=CC=1)C1C=CC=CC=1>[CH3:11][N:12]([CH3:16])[CH2:13][C:14]#[C:15][C:2]1[CH:3]=[C:4]2[CH:10]=[CH:9][NH:8][C:5]2=[N:6][CH:7]=1 |^1:29,48|. The solvent is C(Cl)Cl (DCM), CN(C)C=O (DMF).